From a dataset of the Open Reaction Database (ORD), a public repository of structured organic reaction records. describe an organic reaction: reactants, conditions, products, and yield As a reaction SMILES: [C:1]([NH:4][CH2:5][CH2:6][NH:7][C:8]1[CH:13]=[CH:12][C:11]([N+:14]([O-])=O)=[CH:10][N:9]=1)(=[O:3])[CH3:2]>C(O)C.O.[Pd]>[C:1]([NH:4][CH2:5][CH2:6][NH:7][C:8]1[CH:13]=[CH:12][C:11]([NH2:14])=[CH:10][N:9]=1)(=[O:3])[CH3:2] |f:1.2|. Starting materials: C(C)(=O)NCCNC1=NC=C(C=C1)[N+](=O)[O-] (2-(2-acetamidoethylamino)-5-nitropyridine). The product is C(C)(=O)NCCNC1=NC=C(C=C1)N (2-(2-Acetamidoethylamino)-5-aminopyridine). Procedure: A suspension of 2-(2-acetamidoethylamino)-5-nitropyridine (4.0 g, 17.86 mmol) in ethanol-water (3:1, 160 ml) was shaken with 10% palladium on charcoal (400 mg) under an atmosphere of hydrogen for 5 h then filtered through Celite™ and the filtrate concentrated. The residue was subjected to column chromatography (silica, 3-10% methanol--CH2Cl2) to afford the title compound (1.52 g) as an air-sensitive deep mauve gum. MS (ES+) 195 (MH+). δH (d6DMSO) 7.89 (1H, br s), 7.45 (1H, d, J 2.5 Hz), 6.82 (1H... The reagents and catalysts are [Pd] (palladium on charcoal). The yield is 43.8%. Solvent: C(C)O.O (ethanol water). The reactants are CC1N(CC2=CC(=CC=C2C1)C=1C=NN(C1)C)C(=O)OC(C)(C)C (tert-butyl 3-methyl-7-(1-methyl-1H-pyrazol-4-yl)-3,4-dihydroisoquinoline-2(1H)-carboxylate), Cl (hydrogen chloride), O1CCOCC1 (1,4-dioxane), NC1=NC(=CC(=N1)Cl)Cl (2-amino-4,6-dichloropyrimidine), C(C)(C)N(C(C)C)CC (N,N-diisopropylethylamine). Run in C(C)(=O)OCC (ethyl acetate), CCOCC (ether). Conditions: temperature 120 celsius, time 8 hour. The product is ClC1=CC(=NC(=N1)N)N1CC2=CC(=CC=C2CC1C)C=1C=NN(C1)C (6-chloro-4-[3-methyl-7-(1-methyl-1H-pyrazol-4-yl)-3,4-dihydroisoquinolin-2(1H)-yl]pyrimidin-2-amine). Isolated yield 87.4%. As a reaction SMILES: [CH3:1][CH:2]1[CH2:11][C:10]2[C:5](=[CH:6][C:7]([C:12]3[CH:13]=[N:14][N:15]([CH3:17])[CH:16]=3)=[CH:8][CH:9]=2)[CH2:4][N:3]1[C:18](OC(C)(C)C)=O.Cl.O1CCOCC1.[NH2:32][C:33]1[N:38]=[C:37]([Cl:39])[CH:36]=C(Cl)[N:34]=1.C(N(CC)C(C)C)(C)C>C(OCC)(=O)C.CCOCC>[Cl:39][C:37]1[N:38]=[C:33]([NH2:34])[N:32]=[C:18]([N:3]2[CH:2]([CH3:1])[CH2:11][C:10]3[C:5](=[CH:6][C:7]([C:12]4[CH:13]=[N:14][N:15]([CH3:17])[CH:16]=4)=[CH:8][CH:9]=3)[CH2:4]2)[CH:36]=1. Procedure: tert-butyl 3-methyl-7-(1-methyl-1H-pyrazol-4-yl)-3,4-dihydroisoquinoline-2(1H)-carboxylate (0.320 g, 0.977 mmol) in ethyl acetate (1 mL) was treated with 4.0 M of hydrogen chloride in 1,4-dioxane (1.00 mL, 4.00 mmol) at r.t. for 1 h. The mixture was diluted with ether (5 mL), and was centrifugalized. The solvents were decanted. The residue was dried in-vacuo, and dissolved in tert-butanol (10 mL). To the solution was added 2-amino-4,6-dichloropyrimidine (0.246 g, 1.50 mmol) and N,N-diisopropylet... The reactants are [OH-].[Na+] (sodium hydroxide), O (water), NC=1C(=CC(=C(C1)OC(OC1=C(C=C(C(=C1)N)F)Cl)=O)Cl)F (bis(5-amino-2-chloro-4-fluorophenyl)carbonate), CS(=O)(=O)OC1CCCC1 (cyclopentyl methanesulfonate). Reagents/catalysts: [Br-].C(CCC)[N+](CCCC)(CCCC)CCCC (tetrabutylammonium bromide). The solvent is solution, C1(=CC=CC=C1)C (toluene). Run at temperature 80 celsius. Product: ClC1=CC(=C(N)C=C1OC1CCCC1)F (4-chloro-5-cyclopentyloxy-2-fluoroaniline). Yield: 197.0%. RXN SMILES: NC1C(F)=CC(Cl)=C(O[C:9](=O)[O:10][C:11]2[CH:16]=[C:15]([NH2:17])[C:14]([F:18])=[CH:13][C:12]=2[Cl:19])C=1.CS(O[CH:28]1[CH2:32]C[CH2:30][CH2:29]1)(=O)=O.[OH-].[Na+].O>[Br-].C([N+](CCCC)(CCCC)CCCC)CCC.C1(C)C=CC=CC=1>[Cl:19][C:12]1[C:11]([O:10][CH:9]2[CH2:30][CH2:29][CH2:28][CH2:32]2)=[CH:16][C:15]([NH2:17])=[C:14]([F:18])[CH:13]=1 |f:2.3,5.6|. Procedure: A round-bottomed flask (50 cc) was charged with bis(5-amino-2-chloro-4-fluorophenyl)carbonate (1.50 g, 4.29 mmol), cyclopentyl methanesulfonate (1.50 g, 9.15 mmol) and tetrabutylammonium bromide (70 mg, 0.22 mmol) to prepare a solution in toluene (12 mL). Subsequently, 48% sodium hydroxide in aqueous solution (6 mL) was added slowly and the mixture was stirred under heating at 80° C. for 3 h. After completion of the reaction, the reaction mixture was cooled to room temperate and water (15 mL) wa... RXN SMILES: [Br:7][c:8]1[cH:9][c:10]([S:14](=[O:15])(=[O:16])[Cl:17])[cH:11][cH:12][cH:13]1.[CH2:1]1[CH2:2][NH:3][CH2:4][CH2:5][NH:6]1>>[CH2:1]1[CH2:2][N:3]([S:14]([c:10]2[cH:9][c:8]([Br:7])[cH:13][cH:12][cH:11]2)(=[O:15])=[O:16])[CH2:4][CH2:5][NH:6]1. Product: O=S(=O)(c1cccc(Br)c1)N1CCNCC1. The reactants are O=S(=O)(Cl)c1cccc(Br)c1, C1CNCCN1. Starting materials: C(C1=CC=CC=C1)O[C@@H](C)[C@H](CCC1=CC=CC2=CC=CC=C12)O ((2S,3S)-2-benzyloxy-5-(1-naphthyl)pentan-3-ol), N1C=NC(=C1)C(=O)OC (methyl imidazole-4-carboxylate). The product is C(C1=CC=CC=C1)O[C@@H](C)[C@@H](CCC1=CC=CC2=CC=CC=C12)N1C=NC(=C1)C(=O)OC (Methyl 1-[(2S,3R)-2-benzyloxy-5-(1-naphthyl)-3-pentyl]-imidazole-4-carboxylate). RXN SMILES: [CH2:1]([O:8][C@H:9]([C@@H:11](O)[CH2:12][CH2:13][C:14]1[C:23]2[C:18](=[CH:19][CH:20]=[CH:21][CH:22]=2)[CH:17]=[CH:16][CH:15]=1)[CH3:10])[C:2]1[CH:7]=[CH:6][CH:5]=[CH:4][CH:3]=1.[NH:25]1[CH:29]=[C:28]([C:30]([O:32][CH3:33])=[O:31])[N:27]=[CH:26]1>>[CH2:1]([O:8][C@H:9]([C@H:11]([N:25]1[CH:29]=[C:28]([C:30]([O:32][CH3:33])=[O:31])[N:27]=[CH:26]1)[CH2:12][CH2:13][C:14]1[C:23]2[C:18](=[CH:19][CH:20]=[CH:21][CH:22]=2)[CH:17]=[CH:16][CH:15]=1)[CH3:10])[C:2]1[CH:7]=[CH:6][CH:5]=[CH:4][CH:3]=1. Procedure: Methyl 1-[(2S,3R)-2-benzyloxy-5-(1-naphthyl)-3-pentyl]-imidazole-4-carboxylate was prepared from (2S,3S)-2-benzyloxy-5-(1-naphthyl)pentan-3-ol (obtained in Preparation 26) and methyl imidazole-4-carboxylate. Starting materials: C1CCOC1, CI, [H-], [Na+], CCC(=NO)c1ccc(-c2ccccc2)c(-c2ccccc2)n1. Yields the product CCC(=NOC)c1ccc(-c2ccccc2)c(-c2ccccc2)n1. RXN SMILES: [CH2:28]1[O:29][CH2:30][CH2:31][CH2:32]1.[CH3:26][I:27].[H-:25].[Na+:24].[c:1]1(-[c:7]2[cH:8][cH:9][c:10]([C:19]([CH2:20][CH3:21])=[N:22][OH:23])[n:11][c:12]2-[c:13]2[cH:14][cH:15][cH:16][cH:17][cH:18]2)[cH:2][cH:3][cH:4][cH:5][cH:6]1>>[c:1]1(-[c:7]2[cH:8][cH:9][c:10]([C:19]([CH2:20][CH3:21])=[N:22][O:23][CH3:26])[n:11][c:12]2-[c:13]2[cH:14][cH:15][cH:16][cH:17][cH:18]2)[cH:2][cH:3][cH:4][cH:5][cH:6]1.